Dataset: the Open Reaction Database (ORD), a public repository of structured organic reaction records. Task: describe an organic reaction: reactants, conditions, products, and yield The reactants are C(C)(=O)O[BH-](OC(C)=O)OC(C)=O.[Na+] (sodium triacetoxyborohydride), N1(CCNCC1)NC(CC1=C(N(C2=CC=C(C=C12)OC)C(C1=CC=C(C=C1)Cl)=O)C)=O (N-(piperazin-1-yl)-1-(4-chlorobenzoyl)-5-methoxy-2-methylindole-3-acetamide), C1(CCCCC1)=O (cyclohexanone), C(C)(=O)O (acetic acid). Solvent: O1CCCC1 (tetrahydrofuran). Run at time 20 hour. The product is C1(CCCCC1)N1CCN(CC1)NC(CC1=C(N(C2=CC=C(C=C12)OC)C(C1=CC=C(C=C1)Cl)=O)C)=O (N-(4-Cyclohexylpiperazin-1-yl)-1-(4-chlorobenzoyl)-5-methoxy-2-methylindole-3-acetamide). RXN SMILES: [N:1]1([NH:7][C:8](=[O:31])[CH2:9][C:10]2[C:18]3[C:13](=[CH:14][CH:15]=[C:16]([O:19][CH3:20])[CH:17]=3)[N:12]([C:21](=[O:29])[C:22]3[CH:27]=[CH:26][C:25]([Cl:28])=[CH:24][CH:23]=3)[C:11]=2[CH3:30])[CH2:6][CH2:5][NH:4][CH2:3][CH2:2]1.[C:32]1(=O)[CH2:37][CH2:36][CH2:35][CH2:34][CH2:33]1.C(O)(=O)C.C(O[BH-](OC(=O)C)OC(=O)C)(=O)C.[Na+]>O1CCCC1>[CH:32]1([N:4]2[CH2:5][CH2:6][N:1]([NH:7][C:8](=[O:31])[CH2:9][C:10]3[C:18]4[C:13](=[CH:14][CH:15]=[C:16]([O:19][CH3:20])[CH:17]=4)[N:12]([C:21](=[O:29])[C:22]4[CH:27]=[CH:26][C:25]([Cl:28])=[CH:24][CH:23]=4)[C:11]=3[CH3:30])[CH2:2][CH2:3]2)[CH2:37][CH2:36][CH2:35][CH2:34][CH2:33]1 |f:3.4|. Procedure details: To a solution of 0.112 g (0.26 mmol) of N-(piperazin-1-yl)-1-(4-chlorobenzoyl)-5-methoxy-2-methylindole-3-acetamide and 0.03 mL (0.25 mmol) of cyclohexanone in 2 mL of anhydrous tetrahydrofuran was added 0.02 mL (0.32 mmol) of acetic acid then 0.078 g (0.37 mmol) of sodium triacetoxyborohydride. The reaction was stirred at room temperature for 20 hr then partitioned between ethyl acetate (20 mL) and saturated sodium bicarbonate (20 mL). The organic phase was washed with more bicarbonate (2×20 mL...